Task: describe an organic reaction: reactants, conditions, products, and yield. Dataset: the Open Reaction Database (ORD), a public repository of structured organic reaction records The reactants are N1C=NC(=C1)C=1C(=NOC1C)C1=CC=C(C=C1)F (4-(1H-imidazol-4-yl)-5-methyl-3-(4-fluorophenyl)-isoxazole), FC=1C=C(C=CC1)B(O)O (3-fluorophenylboronic acid). Yields the product FC1=CC=C(C=C1)C1=NOC(=C1C=1N=CN(C1)C1=CC(=CC=C1)F)C (3-(4-Fluoro-phenyl)-4-[1-(3-fluoro-phenyl)-1H-imidazol-4-yl]-5-methyl-isoxazole). Yield: 12.0%. RXN SMILES: [NH:1]1[CH:5]=[C:4]([C:6]2[C:7]([C:12]3[CH:17]=[CH:16][C:15]([F:18])=[CH:14][CH:13]=3)=[N:8][O:9][C:10]=2[CH3:11])[N:3]=[CH:2]1.[F:19][C:20]1[CH:21]=[C:22](B(O)O)[CH:23]=[CH:24][CH:25]=1>>[F:18][C:15]1[CH:16]=[CH:17][C:12]([C:7]2[C:6]([C:4]3[N:3]=[CH:2][N:1]([C:24]4[CH:23]=[CH:22][CH:21]=[C:20]([F:19])[CH:25]=4)[CH:5]=3)=[C:10]([CH3:11])[O:9][N:8]=2)=[CH:13][CH:14]=1. Reported procedure: As described for Example 3, 4-(1H-imidazol-4-yl)-5-methyl-3-(4-fluorophenyl)-isoxazole (73 mg, 0.3 mmol) was converted, using 3-fluorophenylboronic acid instead of 4-fluorophenylboronic acid, to the title compound (13 mg, 12%) which was obtained as an off-white solid. MS: m/e=338.3 [M+H]+. Starting materials: BrC=1C=C(C(=O)O)C=C(C1F)S(=O)(=O)N1CCOCC1 (3-Bromo-4-fluoro-5-(morpholine-4-sulfonyl)-benzoic acid). Run in COCCN (2-methoxy-ethylamine), [OH-].[Na+] (NaOH). Product: BrC=1C=C(C(=O)O)C=C(C1NCCOC)S(=O)(=O)N1CCOCC1 (3-Bromo-4-(2-methoxy-ethylamino)-5-(morpholine-4-sulfonyl)-benzoic acid). Reaction SMILES: [Br:1][C:2]1[CH:3]=[C:4]([CH:8]=[C:9]([S:12]([N:15]2[CH2:20][CH2:19][O:18][CH2:17][CH2:16]2)(=[O:14])=[O:13])[C:10]=1F)[C:5]([OH:7])=[O:6]>COCCN.[OH-].[Na+]>[Br:1][C:2]1[CH:3]=[C:4]([CH:8]=[C:9]([S:12]([N:15]2[CH2:20][CH2:19][O:18][CH2:17][CH2:16]2)(=[O:14])=[O:13])[C:10]=1[NH:15][CH2:16][CH2:17][O:18][CH3:19])[C:5]([OH:7])=[O:6] |f:2.3|. Procedure details: A solution of 3-Bromo-4-fluoro-5-(morpholine-4-sulfonyl)-benzoic acid (500 mg) in 2-methoxy-ethylamine was heated at 80° C. for 3 h. The mixture was dissolved in 2 M aq. NaOH and washed with EtOAc. The aqueous layer was acidified with 2 M HCl and extracted with EtOAc. The organic layer was dried (Na2SO4) and concentrated in vacuo. Yield: 575 mg. Starting materials: BrC1=CC(=C(C(=O)N(C)CCCC)C=C1)S(=O)(=O)C(C)C (4-bromo-N-butyl-2-(isopropylsulfonyl)-N-methylbenzamide), C(C)NCC (diethylamine), BrC1=CC(=C(C(=O)O)C=C1)S(=O)(=O)C(C)C (4-bromo-2-(isopropylsulfonyl)benzoic acid), BrC1=CC(=C(C(=O)O)C=C1)S(=O)(=O)C(C)C (4-bromo-2-(isopropylsulfonyl)benzoic acid). Yields the product BrC1=CC(=C(C(=O)N(CC)CC)C=C1)S(=O)(=O)C(C)C (4-bromo-N,N-diethyl-2-(isopropylsulfonyl)benzamide). Yield: 81.0%. Reaction SMILES: [Br:1][C:2]1[CH:15]=[CH:14][C:5]([C:6]([N:8]([CH2:10][CH2:11]CC)[CH3:9])=[O:7])=[C:4]([S:16]([CH:19]([CH3:21])[CH3:20])(=[O:18])=[O:17])[CH:3]=1.Br[C:23]1C=CC(C(O)=O)=C(S(C(C)C)(=O)=O)C=1.C(NCC)C>>[Br:1][C:2]1[CH:15]=[CH:14][C:5]([C:6]([N:8]([CH2:9][CH3:23])[CH2:10][CH3:11])=[O:7])=[C:4]([S:16]([CH:19]([CH3:21])[CH3:20])(=[O:18])=[O:17])[CH:3]=1. Reported procedure: Following the general method as outlined in Intermediate 253, starting from 4-bromo-2-(isopropylsulfonyl)benzoic acid (Intermediate 242) and diethylamine, the title compound was obtained as a pink solid in 81% yield. The product is ClC1=C(O[C@H](C(=O)OC)C)C=CC(=C1)C ((S)-Methyl 2-(2-chloro-4-methylphenoxy)propanoate). Procedure details: The title compound was prepared following the same protocol as described in Step 1, Example 42, using the 2-chloro-4-methylphenol instead of the m-cresol and the (R)-methyl 2-hydroxypropanoate instead of the (S)-methyl 2-hydroxypropanoate. Reaction SMILES: [Cl:1][C:2]1[CH:7]=[C:6]([CH3:8])[CH:5]=[CH:4][C:3]=1[OH:9].O[C@H:11]([CH3:16])[C:12]([O:14][CH3:15])=[O:13]>>[Cl:1][C:2]1[CH:7]=[C:6]([CH3:8])[CH:5]=[CH:4][C:3]=1[O:9][C@@H:11]([CH3:16])[C:12]([O:14][CH3:15])=[O:13]. Starting materials: ClC1=C(C=CC(=C1)C)O (2-chloro-4-methylphenol), O[C@@H](C(=O)OC)C ((R)-methyl 2-hydroxypropanoate). The reactants are C1CCOC1, CNCCO, COC(=O)c1c([N+](=O)[O-])cccc1S(=O)(=O)Cl. Yields the product COC(=O)c1c([N+](=O)[O-])cccc1S(=O)(=O)N(C)CCO. RXN SMILES: [CH2:23]1[O:24][CH2:25][CH2:26][CH2:27]1.[CH3:1][NH:2][CH2:3][CH2:4][OH:5].[Cl:6][S:7](=[O:8])(=[O:9])[c:10]1[c:11]([C:12](=[O:13])[O:14][CH3:15])[c:16]([N+:20](=[O:21])[O-:22])[cH:17][cH:18][cH:19]1>>[CH3:1][N:2]([CH2:3][CH2:4][OH:5])[S:7](=[O:8])(=[O:9])[c:10]1[c:11]([C:12](=[O:13])[O:14][CH3:15])[c:16]([N+:20](=[O:21])[O-:22])[cH:17][cH:18][cH:19]1. Reactants: C(C)N1N=CC=2C1=NC1=CC=C(C=C1C2NCC2CCCCC2)OCC2CO2 (1-ethyl-6-(2,3-epoxypropoxy)-N-(cyclohexylmethyl)-1H-pyrazolo[3,4-b]quinolin-4-amine), C(=O)O (formic acid). Reaction conditions: time 8 hour. The product is C(C)N1N=CC=2C1=NC1=CC=C(C=C1C2NCC2CCCCC2)OCC(CO)O (1-ethyl-6-(2,3-dihydroxypropoxy)-N-(cyclohexylmethyl)-1H-pyrazolo[3,4-b]quinolin-4-amine). Reaction SMILES: [CH2:1]([N:3]1[C:7]2=[N:8][C:9]3[C:14]([C:15]([NH:16][CH2:17][CH:18]4[CH2:23][CH2:22][CH2:21][CH2:20][CH2:19]4)=[C:6]2[CH:5]=[N:4]1)=[CH:13][C:12]([O:24][CH2:25][CH:26]1[O:28][CH2:27]1)=[CH:11][CH:10]=3)[CH3:2].C(O)=[O:30]>>[CH2:1]([N:3]1[C:7]2=[N:8][C:9]3[C:14]([C:15]([NH:16][CH2:17][CH:18]4[CH2:19][CH2:20][CH2:21][CH2:22][CH2:23]4)=[C:6]2[CH:5]=[N:4]1)=[CH:13][C:12]([O:24][CH2:25][CH:26]([OH:28])[CH2:27][OH:30])=[CH:11][CH:10]=3)[CH3:2]. Reported procedure: A mixture of 1-ethyl-6-(2,3-epoxypropoxy)-N-(cyclohexylmethyl)-1H-pyrazolo[3,4-b]quinolin-4-amine (0.53 g) and formic acid (10 ml) were stirred at room temperature overnight. The excess formic acid was removed in vacuo and then methanol (75 ml) and triethylamine (10 ml) were added and the mixture was stirred for four hours. The reaction mixture was evaporated, ether was added and the product which crystallized was recrystallized from CH2Cl2 /Et2O and then purified by column chromatography on sil... The reactants are C(CC(=O)C)(=O)OC(C)(C)C (t-butyl acetoacetate), C1(CCCCC1)C(C=CC=O)=C(C1=CC=C(C=C1)F)C1=CC=C(C=C1)F (4-cyclohexyl-5,5-bis(4-fluorophenyl)-2,4-pentadienal). Conditions: time 2.5 hour. Procedure details: The dianion of t-butyl acetoacetate (13 mL of 1M solution, 13 mmol; prepared as described in Example 6) was added to a solution of 4-cyclohexyl-5,5-bis(4-fluorophenyl)-2,4-pentadienal (3.75 g, 11 mmol) in tetrahydrofuran at -50° C. After stirring for 2.5 hours the solution was quenched with 2N hydrochloric acid and the mixture extracted with diethyl ether. The extracts were dried over magnesium sulfate and concentrated in vacuo. The residue was purified by chromatography on silica gel eluting wi... Yields the product C1(CCCCC1)C(C=CC(CC(CC(=O)OC(C)(C)C)=O)O)=C(C1=CC=C(C=C1)F)C1=CC=C(C=C1)F (1,1-Dimethylethyl 8-cyclohexyl-9,9-bis(4-fluorophenyl)-5-hydroxy-3-oxo-6,8-nonadienoate). The solvent is O1CCCC1 (tetrahydrofuran). RXN SMILES: [C:1]([O:7][C:8]([CH3:11])([CH3:10])[CH3:9])(=[O:6])[CH2:2][C:3]([CH3:5])=[O:4].[CH:12]1([C:18](=[C:23]([C:31]2[CH:36]=[CH:35][C:34]([F:37])=[CH:33][CH:32]=2)[C:24]2[CH:29]=[CH:28][C:27]([F:30])=[CH:26][CH:25]=2)[CH:19]=[CH:20][CH:21]=[O:22])[CH2:17][CH2:16][CH2:15][CH2:14][CH2:13]1>O1CCCC1>[CH:12]1([C:18](=[C:23]([C:24]2[CH:29]=[CH:28][C:27]([F:30])=[CH:26][CH:25]=2)[C:31]2[CH:32]=[CH:33][C:34]([F:37])=[CH:35][CH:36]=2)[CH:19]=[CH:20][CH:21]([OH:22])[CH2:5][C:3](=[O:4])[CH2:2][C:1]([O:7][C:8]([CH3:11])([CH3:10])[CH3:9])=[O:6])[CH2:13][CH2:14][CH2:15][CH2:16][CH2:17]1. The yield is 71.2%. Reactants: NC1=C2C(C(=CN(C2=C(C(=C1F)F)F)C1CC1)C(=O)O)=O (5-amino-1-cyclopropyl-6,7,8-trifluoro-1,4-dihydro-4-oxoquinoline-3-carboxylic acid), Cl.N1(N=NC=C1)C1CNC1 (3-(1,2,3-triazol-1-yl)azetidine hydrochloride), C1CCC2=NCCCN2CC1 (DBU). Run in N1=CC=CC=C1 (pyridine). The product is NC1=C2C(C(=CN(C2=C(C(=C1F)N1CC(C1)N1N=NC=C1)F)C1CC1)C(=O)O)=O (5-Amino-1-cyclopropyl-6,8-difluoro-7-[3-(1,2,3-triazol-1-yl)azetidin-1-yl]-1,4-dihydro-4-oxoquinoline-3-carboxylic acid). Reaction SMILES: [NH2:1][C:2]1[C:11]([F:12])=[C:10](F)[C:9]([F:14])=[C:8]2[C:3]=1[C:4](=[O:21])[C:5]([C:18]([OH:20])=[O:19])=[CH:6][N:7]2[CH:15]1[CH2:17][CH2:16]1.Cl.[N:23]1([CH:28]2[CH2:31][NH:30][CH2:29]2)[CH:27]=[CH:26][N:25]=[N:24]1.C1CCN2C(=NCCC2)CC1>N1C=CC=CC=1>[NH2:1][C:2]1[C:11]([F:12])=[C:10]([N:30]2[CH2:31][CH:28]([N:23]3[CH:27]=[CH:26][N:25]=[N:24]3)[CH2:29]2)[C:9]([F:14])=[C:8]2[C:3]=1[C:4](=[O:21])[C:5]([C:18]([OH:20])=[O:19])=[CH:6][N:7]2[CH:15]1[CH2:16][CH2:17]1 |f:1.2|. Reported procedure: A solution of 75 mg (0.25 mmol) of 5-amino-1-cyclopropyl-6,7,8-trifluoro-1,4-dihydro-4-oxoquinoline-3-carboxylic acid and 3-(1,2,3-triazol-1-yl)azetidine hydrochloride (99.7 mg, 0.625 mmol) in 3 ml of pyridine in the presence of 95 mg of DBU was heated at 75° C. overnight. The resulting suspension was evaporated to dryness and to the residue, water was added and the separated yellow solid was collected (99 mg, 98%), m.p. >330° C. (dec). 1H NMR (TFA) δ: 9.1 (s, 1H), 8.74 (s, 1H), 8.6 (s, 1H), 6.2...